This data is from the Open Reaction Database (ORD), a public repository of structured organic reaction records. The task is: describe an organic reaction: reactants, conditions, products, and yield As a reaction SMILES: [NH:1]1[CH2:4][CH:3]([C:5]2[NH:9][N:8]=[C:7]([C:10]3[CH:15]=[CH:14][CH:13]=[C:12]([CH3:16])[N:11]=3)[N:6]=2)[CH2:2]1.[CH3:17][C:18]1[N:19]=[C:20]2[N:25]=[C:24]([C:26]3[CH:33]=[CH:32][C:29]([CH:30]=O)=[CH:28][CH:27]=3)[C:23]([C:34]3[CH:39]=[CH:38][CH:37]=[CH:36][CH:35]=3)=[CH:22][N:21]2[CH:40]=1>>[CH3:17][C:18]1[N:19]=[C:20]2[N:25]=[C:24]([C:26]3[CH:27]=[CH:28][C:29]([CH2:30][N:1]4[CH2:4][CH:3]([C:5]5[N:6]=[C:7]([C:10]6[CH:15]=[CH:14][CH:13]=[C:12]([CH3:16])[N:11]=6)[NH:8][N:9]=5)[CH2:2]4)=[CH:32][CH:33]=3)[C:23]([C:34]3[CH:35]=[CH:36][CH:37]=[CH:38][CH:39]=3)=[CH:22][N:21]2[CH:40]=1. The product is CC=1N=C2N(C=C(C(=N2)C2=CC=C(C=C2)CN2CC(C2)C2=NNC(=N2)C2=NC(=CC=C2)C)C2=CC=CC=C2)C1 (2-methyl-7-(4-{3-[5-(6-methylpyridine-2-yl)-1H-[1,2,4]triazole-3-yl]-azetidine-1-ylmethyl}-phenyl)-6-phenyl-imidazo[1,2-a]pyrimidine). Starting materials: N1CC(C1)C1=NC(=NN1)C1=NC(=CC=C1)C (2-(5-Azetidine-3-yl-[1,2,4]triazole-3-yl)-6-methylpyridine), CC=1N=C2N(C=C(C(=N2)C2=CC=C(C=O)C=C2)C2=CC=CC=C2)C1 (4-(2-methyl-6-phenyl-imidazo[1,2-a]pyrimidin-7-yl)-benzaldehyde). Reported procedure: The compound is prepared in analogy to example 37.0. 306 mg 2-(5-Azetidine-3-yl-[1,2,4]triazole-3-yl)-6-methylpyridine×2HCl (60% pure) are reacted with 200 mg (0.64 mmol) 4-(2-methyl-6-phenyl-imidazo[1,2-a]pyrimidin-7-yl)-benzaldehyde. After the usual work-up and purification 146 mg (42.6%) of the title compound are obtained. The reactants are CC(C)=O, C(=NC1CCCCC1)=NC1CCCCC1, CCCc1nc(C(C)(C)O)c(C(=O)O)[nH]1. Yields the product CCCc1nc2c([nH]1)C(C)(C)OC2. As a reaction SMILES: [CH3:31][C:32](=[O:33])[CH3:34].[CH:1]1([N:2]=[C:3]=[N:4][CH:5]2[CH2:6][CH2:7][CH2:8][CH2:9][CH2:10]2)[CH2:11][CH2:12][CH2:13][CH2:14][CH2:15]1.[OH:16][C:17]([CH3:18])([CH3:19])[c:20]1[n:21][c:22]([CH2:28][CH2:29][CH3:30])[nH:23][c:24]1[C:25](=[O:26])[OH:27]>>[C:17]1([CH3:18])([CH3:19])[c:20]2[nH:21][c:22]([CH2:28][CH2:29][CH3:30])[n:23][c:24]2[CH2:25][O:26]1. Starting materials: CO, [Na+], [OH-], O=S(=O)(c1ccccc1)n1cc(-c2ccnc(NC3CCC(O)CC3)n2)c2ccccc21. The product is OC1CCC(Nc2nccc(-c3c[nH]c4ccccc34)n2)CC1. RXN SMILES: [CH3:35][OH:36].[Na+:2].[OH-:1].[c:3]1([S:4](=[O:5])(=[O:6])[n:12]2[cH:13][c:14](-[c:21]3[n:22][c:23]([NH:27][CH:28]4[CH2:29][CH2:30][CH:31]([OH:34])[CH2:32][CH2:33]4)[n:24][cH:25][cH:26]3)[c:15]3[cH:16][cH:17][cH:18][cH:19][c:20]23)[cH:7][cH:8][cH:9][cH:10][cH:11]1>>[nH:12]1[cH:13][c:14](-[c:21]2[n:22][c:23]([NH:27][CH:28]3[CH2:29][CH2:30][CH:31]([OH:34])[CH2:32][CH2:33]3)[n:24][cH:25][cH:26]2)[c:15]2[cH:16][cH:17][cH:18][cH:19][c:20]12.